Dataset: the Open Reaction Database (ORD), a public repository of structured organic reaction records. Task: describe an organic reaction: reactants, conditions, products, and yield The reactants are CC(=O)O, Cl, CC(O)(CC(=O)O)c1ccc(-c2ccc(F)cc2F)cc1. Yields the product CC(=CC(=O)O)c1ccc(-c2ccc(F)cc2F)cc1. As a reaction SMILES: [CH3:23][C:24](=[O:25])[OH:26].[ClH:22].[F:1][c:2]1[c:3](-[c:9]2[cH:10][cH:11][c:12]([C:15]([CH2:16][C:17](=[O:18])[OH:19])([CH3:20])[OH:21])[cH:13][cH:14]2)[cH:4][cH:5][c:6]([F:8])[cH:7]1>>[F:1][c:2]1[c:3](-[c:9]2[cH:10][cH:11][c:12]([C:15](=[CH:16][C:17](=[O:18])[OH:19])[CH3:20])[cH:13][cH:14]2)[cH:4][cH:5][c:6]([F:8])[cH:7]1. The reactants are [Br-], CCOC(=O)c1ccc(OCCBr)cc1, CC[Mg+], C1CCOC1, c1cncc(-c2cc3ccccc3[nH]2)c1. Yields the product CCOC(=O)c1ccc(OCCc2c(-c3cccnc3)[nH]c3ccccc23)cc1. RXN SMILES: [Br-:1].[Br:20][CH2:21][CH2:22][O:23][c:24]1[cH:25][cH:26][c:27]([C:28](=[O:29])[O:30][CH2:31][CH3:32])[cH:33][cH:34]1.[CH2:2]([Mg+:3])[CH3:4].[O:35]1[CH2:36][CH2:37][CH2:38][CH2:39]1.[n:5]1[cH:6][c:7](-[c:11]2[nH:12][c:13]3[cH:14][cH:15][cH:16][cH:17][c:18]3[cH:19]2)[cH:8][cH:9][cH:10]1>>[n:5]1[cH:6][c:7](-[c:11]2[nH:12][c:13]3[cH:14][cH:15][cH:16][cH:17][c:18]3[c:19]2[CH2:21][CH2:22][O:23][c:24]2[cH:25][cH:26][c:27]([C:28](=[O:29])[O:30][CH2:31][CH3:32])[cH:33][cH:34]2)[cH:8][cH:9][cH:10]1.